Dataset: the Open Reaction Database (ORD), a public repository of structured organic reaction records. Task: describe an organic reaction: reactants, conditions, products, and yield Reaction SMILES: [CH2:59]1[O:60][CH2:61][CH2:62][CH2:63]1.[N:47]([C:48]([N:49]([CH3:50])[CH3:51])=[O:52])=[N:53][C:54]([N:55]([CH3:56])[CH3:57])=[O:58].[OH:1][CH2:2][CH2:3][N:4]([CH3:5])[CH2:6][c:7]1[c:8]2[cH:9][cH:10][n:11]([S:19](=[O:20])(=[O:21])[c:22]3[cH:23][cH:24][cH:25][cH:26][cH:27]3)[c:12]2[cH:13][c:14]([O:17][CH3:18])[c:15]1[OH:16].[c:28]1([P:29]([c:30]2[cH:31][cH:32][cH:33][cH:34][cH:35]2)[c:36]2[cH:37][cH:38][cH:39][cH:40][cH:41]2)[cH:42][cH:43][cH:44][cH:45][cH:46]1>>[O:1]1[CH2:2][CH2:3][N:4]([CH3:5])[CH2:6][c:7]2[c:8]3[cH:9][cH:10][n:11]([S:19](=[O:20])(=[O:21])[c:22]4[cH:23][cH:24][cH:25][cH:26][cH:27]4)[c:12]3[cH:13][c:14]([O:17][CH3:18])[c:15]21. The reactants are C1CCOC1, CN(C)C(=O)N=NC(=O)N(C)C, COc1cc2c(ccn2S(=O)(=O)c2ccccc2)c(CN(C)CCO)c1O, c1ccc(P(c2ccccc2)c2ccccc2)cc1. Yields the product COc1cc2c(ccn2S(=O)(=O)c2ccccc2)c2c1OCCN(C)C2. Reactants: C1(=CCCC1)C(=O)OC (Methyl cyclopent-1-ene-1-carboxylate), ClC1=CC(=CC=C1)C(=O)OO (3-chloroperbenzoic acid). Solvent: ClCCl (dichloromethane), CCOC(=O)C (EtOAc). Run at time 2 hour. The product is C12(CCCC2O1)C(=O)OC (methyl 6-oxabicyclo[3.1.0]hexane-1-carboxylate). Isolated yield 142.0%. RXN SMILES: [C:1]1([C:6]([O:8][CH3:9])=[O:7])[CH2:5][CH2:4][CH2:3][CH:2]=1.ClC1C=CC=C(C(OO)=[O:18])C=1>ClCCl.CCOC(C)=O>[C:1]12([C:6]([O:8][CH3:9])=[O:7])[O:18][CH:5]1[CH2:4][CH2:3][CH2:2]2. Procedure details: Methyl cyclopent-1-ene-1-carboxylate (30.0 g, 237.8 mmol) was dissolved in 20 mL of dichloromethane and 3-chloroperbenzoic acid (64.4 g, 373.3 mmol) was added. The reaction was allowed to stir vigorously for 2 hours. The reaction mixture was diluted with EtOAc and washed with 0.5 N NaOH. The organic layer was dried over sodium sulfate, filtered and concentrated to give 48.0 grams of methyl 6-oxabicyclo[3.1.0]hexane-1-carboxylate. Reactants: C[Si](C)(C)[N-][Si](C)(C)C, COc1cc2c(Cl)ncnc2cc1OCCCN1CCOCC1, CC(C)OCC#Cc1cc(Cl)c(N)c2c1OCO2, [Na+], CN(C)C=O. Product: COc1cc2c(Nc3c(Cl)cc(C#CCOC(C)C)c4c3OCO4)ncnc2cc1OCCCN1CCOCC1. As a reaction SMILES: [CH3:42][Si:43]([N-:44][Si:45]([CH3:46])([CH3:47])[CH3:48])([CH3:49])[CH3:50].[Cl:1][c:2]1[n:3][cH:4][n:5][c:6]2[cH:7][c:8]([O:14][CH2:15][CH2:16][CH2:17][N:18]3[CH2:19][CH2:20][O:21][CH2:22][CH2:23]3)[c:9]([O:12][CH3:13])[cH:10][c:11]12.[Cl:24][c:25]1[c:26]([NH2:41])[c:27]2[c:28]([c:32]([C:34]#[C:35][CH2:36][O:37][CH:38]([CH3:39])[CH3:40])[cH:33]1)[O:29][CH2:30][O:31]2.[Na+:51].[O:52]=[CH:53][N:54]([CH3:55])[CH3:56]>>[c:2]1([NH:41][c:26]2[c:25]([Cl:24])[cH:33][c:32]([C:34]#[C:35][CH2:36][O:37][CH:38]([CH3:39])[CH3:40])[c:28]3[c:27]2[O:31][CH2:30][O:29]3)[n:3][cH:4][n:5][c:6]2[cH:7][c:8]([O:14][CH2:15][CH2:16][CH2:17][N:18]3[CH2:19][CH2:20][O:21][CH2:22][CH2:23]3)[c:9]([O:12][CH3:13])[cH:10][c:11]12. RXN SMILES: [C:1]1([CH:7]([C:11]2[CH:16]=[CH:15][CH:14]=[CH:13][CH:12]=2)[CH2:8][CH:9]=[CH2:10])[CH:6]=[CH:5][CH:4]=[CH:3][CH:2]=1.ClC1C=CC=C(C(OO)=[O:25])C=1.O.S([O-])(O)=O.[Na+]>ClCCl>[C:1]1([CH:7]([C:11]2[CH:12]=[CH:13][CH:14]=[CH:15][CH:16]=2)[CH2:8][CH:9]2[O:25][CH2:10]2)[CH:6]=[CH:5][CH:4]=[CH:3][CH:2]=1 |f:3.4|. Conditions: time 8 hour. Procedure details: To a solution of 0.52g of 4,4-diphenylbut-1-ene in 25 mL of dichloromethane at 0° C. was added 0.75 g of 50-60% by wt of m-chloroperbenzoic acid. The mixture was stirred at room temperature overnight, then heated at reflux for 1 hr. Water, 1 mL, and 0.25 g of sodium hydrogen sulfite were added to destroy the excess oxidizing agent. The organic layer was washed with water and dilute sodium hydrogen carbonate solution, dried, then concentrated in vacuo to give 0.5 g of 4,4-diphenylbut-1-ene oxide ... Yields the product C1(=CC=CC=C1)C(CC1CO1)C1=CC=CC=C1 (4,4-diphenylbut-1-ene oxide). The solvent is ClCCl (dichloromethane). Reactants: C1(=CC=CC=C1)C(CC=C)C1=CC=CC=C1 (4,4-diphenylbut-1-ene), ClC1=CC(=CC=C1)C(=O)OO (m-chloroperbenzoic acid), O (Water), S(=O)(O)[O-].[Na+] (sodium hydrogen sulfite). The reactants are C(C1=CC=CC=C1)OC1=C(C=C(C(=C1)OCC1=CC=CC=C1)Br)C=1N(C(=NN1)O)C=1C=C2C=CN(C2=CC1)C (5-(2,4-Bis-benzyloxy-5-bromo-phenyl)-4-(1-methyl-1H-indol-5-yl)-4H-[1,2,4]triazol-3-ol), COC=1C=C(C=C)C=CC1OC (3,4-dimethoxystyrene), C(C)(C)(C)P(C(C)(C)C)C(C)(C)C (tris-tert-butylphosphine), C(C)(C)N(CC)C(C)C (diisopropylethylamine). The reagents and catalysts are C=1C=CC(=CC1)/C=C/C(=O)/C=C/C2=CC=CC=C2.C=1C=CC(=CC1)/C=C/C(=O)/C=C/C2=CC=CC=C2.C=1C=CC(=CC1)/C=C/C(=O)/C=C/C2=CC=CC=C2.[Pd].[Pd] (tris(dibenzylideneacetone)dipalladium(0)). Solvent: C(C)(=O)OCC (ethyl acetate), CN(C=O)C (dimethylformamide). Reaction conditions: temperature 135 celsius. Product: C(C1=CC=CC=C1)OC1=C(C=C(C(=C1)OCC1=CC=CC=C1)C=CC1=CC(=C(C=C1)OC)OC)C=1N(C(=NN1)O)C=1C=C2C=CN(C2=CC1)C (5-{2,4-bis-benzyloxy-5-[2-(3,4-dimethoxy-phenyl)-vinyl]-phenyl}-4-(1-methyl-1H-indol-5-yl)-4H-[1,2,4]triazol-3-ol). The yield is 66.0%. As a reaction SMILES: [CH2:1]([O:8][C:9]1[CH:14]=[C:13]([O:15][CH2:16][C:17]2[CH:22]=[CH:21][CH:20]=[CH:19][CH:18]=2)[C:12](Br)=[CH:11][C:10]=1[C:24]1[N:25]([C:30]2[CH:31]=[C:32]3[C:36](=[CH:37][CH:38]=2)[N:35]([CH3:39])[CH:34]=[CH:33]3)[C:26]([OH:29])=[N:27][N:28]=1)[C:2]1[CH:7]=[CH:6][CH:5]=[CH:4][CH:3]=1.[CH3:40][O:41][C:42]1[CH:43]=[C:44]([CH:47]=[CH:48][C:49]=1[O:50][CH3:51])[CH:45]=[CH2:46].C(P(C(C)(C)C)C(C)(C)C)(C)(C)C.C(N(C(C)C)CC)(C)C>C(OCC)(=O)C.C1C=CC(/C=C/C(/C=C/C2C=CC=CC=2)=O)=CC=1.C1C=CC(/C=C/C(/C=C/C2C=CC=CC=2)=O)=CC=1.C1C=CC(/C=C/C(/C=C/C2C=CC=CC=2)=O)=CC=1.[Pd].[Pd].CN(C)C=O>[CH2:1]([O:8][C:9]1[CH:14]=[C:13]([O:15][CH2:16][C:17]2[CH:22]=[CH:21][CH:20]=[CH:19][CH:18]=2)[C:12]([CH:46]=[CH:45][C:44]2[CH:47]=[CH:48][C:49]([O:50][CH3:51])=[C:42]([O:41][CH3:40])[CH:43]=2)=[CH:11][C:10]=1[C:24]1[N:25]([C:30]2[CH:31]=[C:32]3[C:36](=[CH:37][CH:38]=2)[N:35]([CH3:39])[CH:34]=[CH:33]3)[C:26]([OH:29])=[N:27][N:28]=1)[C:2]1[CH:7]=[CH:6][CH:5]=[CH:4][CH:3]=1 |f:5.6.7.8.9|. Procedure details: A flask was charged with 5-(2,4-Bis-benzyloxy-5-bromo-phenyl)-4-(1-methyl-1H-indol-5-yl)-4H-[1,2,4]triazol-3-ol (290 mg; 0.50 mmol), 3,4-dimethoxystyrene (98 mg; 0.60 mmol), tris(dibenzylideneacetone)dipalladium(0) (11 mg; 0.025 eq.), tris-tert-butylphosphine (10 mg; 0.10 eq.), diisopropylethylamine (77 mg; 0.60 mmol), and dimethylformamide (2 mL). The reaction was heated at 135° C. overnight, and then cooled. The solution was diluted with ethyl acetate (40 mL) and washed with water (3×40 mL). T... The reactants are C(C1=CC=CC=C1)OC1=C(C=C(C(=C1)OCC1=CC=CC=C1)C(C)C)C(=O)N1CC2=CC=C(C=C2C1)O ((2,4-bis-benzyloxy-5-isopropyl-phenyl)-(5-hydroxy-1,3-dihydro-isoindol-2-yl)-methanone), ClCCCN1CCOCC1 (4-(3-chloropropyl)morpholine), C(=O)([O-])[O-].[K+].[K+] (K2CO3). The solvent is CN(C)C=O (DMF), CCOC(=O)C (EtOAc). Run at temperature 90 celsius. Yields the product C(C1=CC=CC=C1)OC1=C(C=C(C(=C1)OCC1=CC=CC=C1)C(C)C)C(=O)N1CC2=CC=C(C=C2C1)OCCCN1CCOCC1 ((2,4-bis-benzyloxy-5-isopropyl-phenyl)-[5-(3-morpholin-4-yl-propoxy)-1,3-dihydro-isoindol-2-yl]-methanone). Yield: 72.6%. As a reaction SMILES: [CH2:1]([O:8][C:9]1[CH:14]=[C:13]([O:15][CH2:16][C:17]2[CH:22]=[CH:21][CH:20]=[CH:19][CH:18]=2)[C:12]([CH:23]([CH3:25])[CH3:24])=[CH:11][C:10]=1[C:26]([N:28]1[CH2:36][C:35]2[C:30](=[CH:31][CH:32]=[C:33]([OH:37])[CH:34]=2)[CH2:29]1)=[O:27])[C:2]1[CH:7]=[CH:6][CH:5]=[CH:4][CH:3]=1.Cl[CH2:39][CH2:40][CH2:41][N:42]1[CH2:47][CH2:46][O:45][CH2:44][CH2:43]1.C([O-])([O-])=O.[K+].[K+]>CN(C=O)C.CCOC(C)=O>[CH2:1]([O:8][C:9]1[CH:14]=[C:13]([O:15][CH2:16][C:17]2[CH:22]=[CH:21][CH:20]=[CH:19][CH:18]=2)[C:12]([CH:23]([CH3:25])[CH3:24])=[CH:11][C:10]=1[C:26]([N:28]1[CH2:36][C:35]2[C:30](=[CH:31][CH:32]=[C:33]([O:37][CH2:39][CH2:40][CH2:41][N:42]3[CH2:47][CH2:46][O:45][CH2:44][CH2:43]3)[CH:34]=2)[CH2:29]1)=[O:27])[C:2]1[CH:7]=[CH:6][CH:5]=[CH:4][CH:3]=1 |f:2.3.4|. Reported procedure: A mixture of (2,4-bis-benzyloxy-5-isopropyl-phenyl)-(5-hydroxy-1,3-dihydro-isoindol-2-yl)-methanone (100 mg, 0.2 mmol), 4-(3-chloropropyl)morpholine (82 mg, 0.5 mmol) and K2CO3 (104 mg, 0.75 mmol) in DMF (5 ml) was heated at 90° C. for 16 hours. The reaction mixture was diluted with EtOAc and filtered. The filtrate was reduced in vacuo and purified by flash column chromatography, eluting with 0-100% P.E./EtOAc then 0-10% MeOH/EtOAc to give the title compound as a colourless gel (90.1 mg). MS: [M... Reactants: C1(=CC=CC=C1)C1(C(=O)OCC1)C1=CC=CC=C1 (α,α-diphenyl-γ-butyrolactone), [H-].[Al+3].[Li+].[H-].[H-].[H-] (lithium aluminum hydride), [C@@H]([C@H](C(=O)[O-])O)(C(=O)[O-])O.[Na+].[K+] (Rochelle salt). Run in C1CCOC1 (THF). Run at time 3 hour. Yields the product C1(=CC=CC=C1)C(CO)(CCO)C1=CC=CC=C1 (2,2-diphenyl-1,4-butanediol). Yield: 98.3%. As a reaction SMILES: [C:1]1([C:7]2([C:13]3[CH:18]=[CH:17][CH:16]=[CH:15][CH:14]=3)[CH2:12][CH2:11][O:10][C:8]2=[O:9])[CH:6]=[CH:5][CH:4]=[CH:3][CH:2]=1.[H-].[Al+3].[Li+].[H-].[H-].[H-].[C@H](O)(C([O-])=O)[C@@H](O)C([O-])=O.[Na+].[K+]>C1COCC1>[C:1]1([C:7]([C:13]2[CH:18]=[CH:17][CH:16]=[CH:15][CH:14]=2)([CH2:12][CH2:11][OH:10])[CH2:8][OH:9])[CH:2]=[CH:3][CH:4]=[CH:5][CH:6]=1 |f:1.2.3.4.5.6,7.8.9|. Procedure details: In anhydrous THF (80 ml) was dissolved α,α-diphenyl-γ-butyrolactone (7 g) followed by addition of lithium aluminum hydride (1 g) with ice-cooling, and the mixture was stirred under the same conditions for 3 hours. Then, under ice-cooling, a saturated aqueous solution of Rochelle salt was added dropwise to precipitate the aluminum and other inorganic matter. The supernatant was taken by decantation, dried and concentrated under reduced pressure. The residue was recrystallized from isopropyl ether... Procedure details: Difluorochloroacetic acid sodium salt (1.922 g) was added to a solution of 3-[4-(benzyloxy)phenyl]-1,3-dihydro-2H-imidazo[4,5-b]pyridin-2-one (2 g), lithium bromide (1.095 g) and NaH (0.290 g) in DMF (20 ml) at 0° C. The mixture was stirred at 140° C. under a dry atmosphere (CaCl2 tube) for 1 h. The reaction mixture was diluted with MeOH and concentrated in vacuo. The residue was purified by column chromatography (NH silica gel, eluted with 0%-30% EtOAc in hexane) to give 3-[4-(benzyloxy)phenyl]... Run in CN(C)C=O (DMF), CO (MeOH). Isolated yield 18.1%. Yields the product C(C1=CC=CC=C1)OC1=CC=C(C=C1)N1C(N(C=2C1=NC=CC2)C(F)F)=O (3-[4-(benzyloxy)phenyl]-1-(difluoromethyl)-1,3-dihydro-2H-imidazo[4,5-b]pyridin-2-one). RXN SMILES: [Na+].[F:2][C:3]([F:8])(Cl)C([O-])=O.[CH2:9]([O:16][C:17]1[CH:22]=[CH:21][C:20]([N:23]2[C:27]3=[N:28][CH:29]=[CH:30][CH:31]=[C:26]3[NH:25][C:24]2=[O:32])=[CH:19][CH:18]=1)[C:10]1[CH:15]=[CH:14][CH:13]=[CH:12][CH:11]=1.[Br-].[Li+].[H-].[Na+].[Cl-].[Cl-].[Ca+2]>CN(C=O)C.CO>[CH2:9]([O:16][C:17]1[CH:18]=[CH:19][C:20]([N:23]2[C:27]3=[N:28][CH:29]=[CH:30][CH:31]=[C:26]3[N:25]([CH:3]([F:8])[F:2])[C:24]2=[O:32])=[CH:21][CH:22]=1)[C:10]1[CH:15]=[CH:14][CH:13]=[CH:12][CH:11]=1 |f:0.1,3.4,5.6,7.8.9|. Reactants: [Na+].FC(C(=O)[O-])(Cl)F (Difluorochloroacetic acid sodium salt), C(C1=CC=CC=C1)OC1=CC=C(C=C1)N1C(NC=2C1=NC=CC2)=O (3-[4-(benzyloxy)phenyl]-1,3-dihydro-2H-imidazo[4,5-b]pyridin-2-one), [Br-].[Li+] (lithium bromide), [H-].[Na+] (NaH), [Cl-].[Cl-].[Ca+2] (CaCl2).